Dataset: the Open Reaction Database (ORD), a public repository of structured organic reaction records. Task: describe an organic reaction: reactants, conditions, products, and yield The reactants are O (water), S(O)(O)(=O)=O (Sulphuric acid), FC1=CC=C(C=C1)[N+](=O)[O-] (4-fluronitrobenzene), BrBr (bromine), ice. Reagents/catalysts: S(=O)(=O)([O-])[O-].[Ag+2] (silver sulfate). The solvent is ClCCl (dichloromethane). Run at temperature 10 celsius. The product is BrC1=C(C=CC(=C1)[N+](=O)[O-])F (2-bromo-1-fluoro-4-nitro benzene). The yield is 70.0%. As a reaction SMILES: O.S(=O)(=O)(O)O.[F:7][C:8]1[CH:13]=[CH:12][C:11]([N+:14]([O-:16])=[O:15])=[CH:10][CH:9]=1.[Br:17]Br>S([O-])([O-])(=O)=O.[Ag+2].ClCCl>[Br:17][C:9]1[CH:10]=[C:11]([N+:14]([O-:16])=[O:15])[CH:12]=[CH:13][C:8]=1[F:7] |f:4.5|. Procedure details: In a 20 L 4-necked RB flask, fitted with a mechanical stirrer, reflux condenser, add DM water (550 ml), conc. Sulphuric acid (6.2 L, 113 M), 4-fluronitrobenzene(1.0 kg, 7.09 M) at 25-35° C. under stirring. The reaction mixture was cooled to 10° C. and bromine (1.13 kg, 7.06 M) was added to reaction mixture under stirring. The reaction mixture was brought to temp. 25-35° C., silver sulfate (1.1 kg, ˜3.53 M) was added in one portion to the reaction mixture at 25-35° C. and maintained for 30-32 h u... Reactants: [OH-].[Na+] (sodium hydroxide), CC=1C=C(C=C(C1)NC1=NC=CC(=N1)C(F)(F)F)C=1C=C(C=NC1)C(=O)OCC (ethyl 5-(3-methyl-5-{[4-(trifluoromethyl)pyrimidin-2-yl]amino}phenyl)pyridine-3-carboxylate), Cl (HCl). Run in CO (Methanol). Run at temperature 60 celsius. The product is CC=1C=C(C=C(C1)NC1=NC=CC(=N1)C(F)(F)F)C=1C=C(C=NC1)C(=O)O (5-(3-methyl-5-{[4-(trifluoromethyl)pyrimidin-2-yl]amino}phenyl)pyridine-3-carboxylic acid). Reaction SMILES: [OH-].[Na+].[CH3:3][C:4]1[CH:5]=[C:6]([C:21]2[CH:22]=[C:23]([C:27]([O:29]CC)=[O:28])[CH:24]=[N:25][CH:26]=2)[CH:7]=[C:8]([NH:10][C:11]2[N:16]=[C:15]([C:17]([F:20])([F:19])[F:18])[CH:14]=[CH:13][N:12]=2)[CH:9]=1.Cl>CO>[CH3:3][C:4]1[CH:5]=[C:6]([C:21]2[CH:22]=[C:23]([C:27]([OH:29])=[O:28])[CH:24]=[N:25][CH:26]=2)[CH:7]=[C:8]([NH:10][C:11]2[N:16]=[C:15]([C:17]([F:20])([F:18])[F:19])[CH:14]=[CH:13][N:12]=2)[CH:9]=1 |f:0.1|. Reported procedure: Methanol (1.0 mL) and aqueous sodium hydroxide (4 M in H2O, 0.65 mL, 2.6 mmol) was added to a flask containing ethyl 5-(3-methyl-5-{[4-(trifluoromethyl)pyrimidin-2-yl]amino}phenyl)pyridine-3-carboxylate (210 mg, 0.052 mmol) and the reaction was heated to 60° C. for 1 hour. The mixture was allowed to cool to room temperature, acidified (2 N HCl) and the solid was isolated by filtration to yield 5-(3-methyl-5-{[4-(trifluoromethyl)pyrimidin-2-yl]amino}phenyl)pyridine-3-carboxylic acid. MS ESI calc'... Starting materials: [Br-], CCCCCC#CCBr, CC[Mg+], C#CC=CCOC(C)OCC, [Cl-], [Cl-], [NH4+], C1CCOC1. Yields the product CCCCCC#CCC#CC=CCOC(C)OCC. As a reaction SMILES: [Br-:1].[Br:17][CH2:18][C:19]#[C:20][CH2:21][CH2:22][CH2:23][CH2:24][CH3:25].[CH2:2]([Mg+:3])[CH3:4].[CH3:5][CH:6]([O:7][CH2:8][CH3:9])[O:10][CH2:11][CH:12]=[CH:13][C:14]#[CH:15].[Cl-:16].[Cl-:26].[NH4+:27].[O:28]1[CH2:29][CH2:30][CH2:31][CH2:32]1>>[CH3:5][CH:6]([O:7][CH2:8][CH3:9])[O:10][CH2:11][CH:12]=[CH:13][C:14]#[C:15][CH2:18][C:19]#[C:20][CH2:21][CH2:22][CH2:23][CH2:24][CH3:25].